This data is from the Open Reaction Database (ORD), a public repository of structured organic reaction records. The task is: describe an organic reaction: reactants, conditions, products, and yield The reactants are CCOC(C)=O, CN1CC(=O)NC1=N, CI. Yields the product CN1CC(=O)N(C)C1=N, I. RXN SMILES: [CH3:11][CH2:12][O:13][C:14](=[O:15])[CH3:16].[CH3:1][N:2]1[CH2:3][C:4](=[O:5])[NH:6][C:7]1=[NH:8].[CH3:9][I:10]>>[CH3:1][N:2]1[CH2:3][C:4](=[O:5])[N:6]([CH3:9])[C:7]1=[NH:8].[IH:10]. Reactants: NC=1C(=NC(=CC1NC1=CC=C(C=C1)C#N)C)C (3-amino-4-(4-cyanophenyl)amino-2,6-dimethylpyridine), C(C)(=O)OC(C)=O (acetic anhydride). Solvent: C(C)(=O)O (acetic acid). Reaction conditions: temperature 100 celsius, time 16 hour. Product: C(#N)C1=CC=C(C=C1)N1C(=NC=2C(=NC(=CC21)C)C)C (1-(4-Cyanophenyl)-2,4,6-trimethylimidazo[4,5-c]pyridine). Yield: 88.0%. RXN SMILES: [NH2:1][C:2]1[C:3]([CH3:18])=[N:4][C:5]([CH3:17])=[CH:6][C:7]=1[NH:8][C:9]1[CH:14]=[CH:13][C:12]([C:15]#[N:16])=[CH:11][CH:10]=1.[C:19](OC(=O)C)(=O)[CH3:20]>C(O)(=O)C>[C:15]([C:12]1[CH:13]=[CH:14][C:9]([N:8]2[C:7]3[CH:6]=[C:5]([CH3:17])[N:4]=[C:3]([CH3:18])[C:2]=3[N:1]=[C:19]2[CH3:20])=[CH:10][CH:11]=1)#[N:16]. Reported procedure: A mixture of 3-amino-4-(4-cyanophenyl)amino-2,6-dimethylpyridine (4.20 g, 17.6 mmol), acetic anhydride (12.6 ml) and acetic acid (12.6 ml) was stirred at 100° C. for 16 hours. The excess of reagents was removed under reduced pressure, and the residual gum was dissolved in water and the solution was rendered basic by the addition of concentrated aqueous ammonia. The white solid which precipitated was filtered off and dried in vacuo to give the title compound (4.06 g, 88%), mp 260°-262° C.